describe an organic reaction: reactants, conditions, products, and yield From a dataset of the Open Reaction Database (ORD), a public repository of structured organic reaction records. Starting materials: IN1NC=CC=C1 (2-iodopyridazine), C([O-])([O-])=O.[Cs+].[Cs+] (cesium carbonate), ClC1=CC=C(C=C1)N1C(=NC2=C(C1=O)C=NN2C=2C=C(C=CC2)NS(=O)(=O)C)C2=CC=C(C=C2)B2OC(C(O2)(C)C)(C)C (N-(3-{5-(4-chloro-phenyl)-4-oxo-6-[4-(4,4,5,5-tetramethyl-[1,3,2]dioxaborolan-2-yl)phenyl]-4,5-dihydro-pyrazolo[3,4-d]pyrimidin-1-yl}-phenyl)-methane sulfonamide). The reagents and catalysts are C1=CC=C(C=C1)P([C-]2C=CC=C2)C3=CC=CC=C3.C1=CC=C(C=C1)P([C-]2C=CC=C2)C3=CC=CC=C3.Cl[Pd]Cl.[Fe+2] (Pd(dppf)2Cl2). The solvent is CN(C=O)C (N,N-dimethylformamide). Run at temperature 100 celsius. Yields the product ClC1=CC=C(C=C1)N1C(=NC2=C(C1=O)C=NN2C=2C=C(C=CC2)NS(=O)(=O)C)C2=CC=C(C=C2)C=2N=NC=CC2 (N-{3-[5-(4-chloro-phenyl)-4-oxo-6-(4-pyridazin-3-yl-phenyl)-4,5-dihydro-pyrazolo[3,4-d]pyrimidin-1-yl]-phenyl}-methane sulfonamide). Isolated yield 33.6%. As a reaction SMILES: [Cl:1][C:2]1[CH:7]=[CH:6][C:5]([N:8]2[C:13](=[O:14])[C:12]3[CH:15]=[N:16][N:17]([C:18]4[CH:19]=[C:20]([NH:24][S:25]([CH3:28])(=[O:27])=[O:26])[CH:21]=[CH:22][CH:23]=4)[C:11]=3[N:10]=[C:9]2[C:29]2[CH:34]=[CH:33][C:32](B3OC(C)(C)C(C)(C)O3)=[CH:31][CH:30]=2)=[CH:4][CH:3]=1.I[N:45]1[CH:50]=[CH:49][CH:48]=[CH:47][NH:46]1.C(=O)([O-])[O-].[Cs+].[Cs+]>CN(C)C=O.C1C=CC(P(C2C=CC=CC=2)[C-]2C=CC=C2)=CC=1.C1C=CC(P(C2C=CC=CC=2)[C-]2C=CC=C2)=CC=1.Cl[Pd]Cl.[Fe+2]>[Cl:1][C:2]1[CH:3]=[CH:4][C:5]([N:8]2[C:13](=[O:14])[C:12]3[CH:15]=[N:16][N:17]([C:18]4[CH:19]=[C:20]([NH:24][S:25]([CH3:28])(=[O:26])=[O:27])[CH:21]=[CH:22][CH:23]=4)[C:11]=3[N:10]=[C:9]2[C:29]2[CH:30]=[CH:31][C:32]([C:50]3[N:45]=[N:46][CH:47]=[CH:48][CH:49]=3)=[CH:33][CH:34]=2)=[CH:6][CH:7]=1 |f:2.3.4,6.7.8.9|. Procedure details: A solution of N-(3-{5-(4-chloro-phenyl)-4-oxo-6-[4-(4,4,5,5-tetramethyl-[1,3,2]dioxaborolan-2-yl)phenyl]-4,5-dihydro-pyrazolo[3,4-d]pyrimidin-1-yl}-phenyl)-methane sulfonamide (prepared as described in example 35, 0.50 g, 0.81 mmol) in N,N-dimethylformamide (20 mL) is degassed with argon for 0.5 h. Then 2-iodopyridazine (0.25 g, 1.2 mmol), cesium carbonate (0.527 g, 1.61 mmol), Pd(dppf)2Cl2 (0.06 g, 0.08 mmol) are added and the resulting solution is degassed with argon for 0.5 h. The reaction mi... Run at time 10 minute. The reactants are ClC1=NC=CC(=N1)Cl (2,4-dichloropyrimidine), C1CCOC1 (THF), C(CCC)[Li] (n-butyl lithium), C[Si](C)(C)C(C)O (trimethylsilylethanol), C1CCOC1 (THF). The solvent is C(C)OCC (diethylether). The product is ClC1=NC(=NC=C1)OCC[Si](C)(C)C (4-Chloro-2-trimethylsilylethoxy-pyrimidine). Procedure: A solution of trimethylsilylethanol (10 g, 85 mmol) in 30 mL anhydrous THF was cooled to -68° C. in a dry ice/isopropanol bath. A solution of n-butyl lithium (33.8 mL, 2.5M in THF) was added dropwise over 15 min. The solution was stirred for 10 min at this temperature and then added to a solution of 2,4-dichloropyrimidine (12.62 g. 85 mmol) in 75 mL THF at -35 to -25° C. The final yellowish solution was allowed to come to room temperature under an argon atmosphere then stirred at this temperatur... As a reaction SMILES: [CH3:1][Si:2]([CH:5](O)[CH3:6])([CH3:4])[CH3:3].C([Li])CCC.Cl[C:14]1[N:19]=[C:18]([Cl:20])[CH:17]=[CH:16][N:15]=1.C1C[O:24]CC1>C(OCC)C>[Cl:20][C:18]1[CH:17]=[CH:16][N:15]=[C:14]([O:24][CH2:6][CH2:5][Si:2]([CH3:4])([CH3:3])[CH3:1])[N:19]=1. Conditions: time 2 hour. Reaction SMILES: [C:1]([O:5][C:6](=[O:22])[CH2:7][CH2:8][CH2:9][CH2:10][CH2:11][CH2:12][CH2:13][CH2:14][CH2:15][CH2:16][CH2:17][CH2:18][C:19](O)=[O:20])([CH3:4])([CH3:3])[CH3:2]>O1CCCC1>[C:1]([O:5][C:6](=[O:22])[CH2:7][CH2:8][CH2:9][CH2:10][CH2:11][CH2:12][CH2:13][CH2:14][CH2:15][CH2:16][CH2:17][CH2:18][CH2:19][OH:20])([CH3:4])([CH3:2])[CH3:3]. Procedure details: 1 M Solution of borane-tetrahydrofuran complex in tetrahydrofuran (52 mL, 52.0 mmol) was added dropwise to a solution of tetradecanedioic acid mono-tert-butyl ester (10.0 g, 31.9 mmol) in dry tetrahydrofuran (75 mL) at 0 C under argon. The resulting solution was stirred at 0 C for 2 hrs, then the cooling bath was removed and the mixture stirred at room temperature overnight. Saturated aqueous solution of sodium hydrogencarbonate (150 mL) was added and the resulting mixture was extracted with dic... The product is C(C)(C)(C)OC(CCCCCCCCCCCCCO)=O (14-hydroxy-tetradecanoic acid tert-butyl ester). Run in O1CCCC1 (tetrahydrofuran), O1CCCC1 (tetrahydrofuran). Reactants: Solution, C(C)(C)(C)OC(CCCCCCCCCCCCC(=O)O)=O (tetradecanedioic acid mono-tert-butyl ester). Reactants: C(C)(C)C1=C(C=CC=C1)CCC(=O)O (3-(2-isopropylphenyl)propanoic acid), S(=O)(Cl)Cl (thionyl chloride). Run in C1(=CC=CC=C1)C (toluene). Product: C(C)(C)C1=C(C=CC=C1)CCC(=O)Cl (3-(2-isopropylphenyl)propanoyl chloride). Reaction SMILES: [CH:1]([C:4]1[CH:9]=[CH:8][CH:7]=[CH:6][C:5]=1[CH2:10][CH2:11][C:12]([OH:14])=O)([CH3:3])[CH3:2].S(Cl)([Cl:17])=O>C1(C)C=CC=CC=1>[CH:1]([C:4]1[CH:9]=[CH:8][CH:7]=[CH:6][C:5]=1[CH2:10][CH2:11][C:12]([Cl:17])=[O:14])([CH3:3])[CH3:2]. Reported procedure: A mixture of 3-(2-isopropylphenyl)propanoic acid (prepared in 3 steps from 1-isopropyl-2-iodobenzene, 2.01 g, 10.5 mmole), thionyl chloride (4.30 ml, 59.0 mmole) and toluene (40 ml) was refluxed for 2 hours. Concentration in vacuo gave 3-(2-isopropylphenyl)propanoyl chloride which was taken up in methylene chloride and used in the next step as a crude. The reactants are C12(CC3CC(CC(C1)C3)C2)S(=O)Cl (1-Adamantanesulfinyl chloride), N[C@@H]1CN(CC1)CCC1=CC=CC=C1 ((S)-3-amino-1-(2-phenylethyl)pyrrolidine). The product is C1(=CC=CC=C1)CCN1CC(CC1)N[S@@](=O)C12CC3CC(CC(C1)C3)C2 ((S)-N-(1-(2-phenylethyl)pyrrolidin-3-yl)-1-adamantanesulfinamide). RXN SMILES: [C:1]12([S:11](Cl)=[O:12])[CH2:10][CH:5]3[CH2:6][CH:7]([CH2:9][CH:3]([CH2:4]3)[CH2:2]1)[CH2:8]2.[NH2:14][C@H:15]1[CH2:19][CH2:18][N:17]([CH2:20][CH2:21][C:22]2[CH:27]=[CH:26][CH:25]=[CH:24][CH:23]=2)[CH2:16]1>>[C:22]1([CH2:21][CH2:20][N:17]2[CH2:18][CH2:19][CH:15]([NH:14][S@:11]([C:1]34[CH2:10][CH:5]5[CH2:6][CH:7]([CH2:9][CH:3]([CH2:4]5)[CH2:2]3)[CH2:8]4)=[O:12])[CH2:16]2)[CH:23]=[CH:24][CH:25]=[CH:26][CH:27]=1. Reported procedure: 1-Adamantanesulfinyl chloride and (S)-3-amino-1-(2-phenylethyl)pyrrolidine were reacted under the same conditions as in Example 53 to give (S)-N-(1-(2-phenylethyl)pyrrolidin-3-yl)-1-adamantanesulfinamide. The reactants are C(=O)[O-].[NH4+] (ammonium formate), C(C)(=O)OCCOCC1(CCCCC1)[N+](=O)[O-] ((1-nitro-cyclohexylmethoxy)-ethyl acetate). The reagents and catalysts are [Pd].[C] (Pd carbon). The solvent is CO (methanol). Run at temperature 50 celsius. Yields the product N1C(COCC12CCCCC2)=O (4-oxa-1-aza-spiro[5.5]-undecan-2-one). RXN SMILES: C([O-])=O.[NH4+].C([O:8][CH2:9][CH2:10][O:11][CH2:12][C:13]1([N+:19]([O-])=O)[CH2:18][CH2:17][CH2:16][CH2:15][CH2:14]1)(=O)C>[Pd].[C].CO>[NH:19]1[C:13]2([CH2:18][CH2:17][CH2:16][CH2:15][CH2:14]2)[CH2:12][O:11][CH2:10][C:9]1=[O:8] |f:0.1,3.4|. Reported procedure: Under the nitrogen gas atmosphere, ammonium formate (5.75 g, 91.1 mmol) and 10% Pd-carbon (4.5 mg) was added in the methanol (90 mL) solution of (1-nitro-cyclohexylmethoxy)-ethyl acetate (4.5 g, 18.2 mmol) which had been obtained in 2), and the mixture was heated and stirred at 50° C. over-night. After that, the mixture was filtered with Celite, the filtrate was concentrated under reduced pressure, the residue was refined with silica gel column chromatography (Highflash 3L, manufactured by Yamaz... Reactants: ClCCCC(=O)NC=1C=C(C(=O)O)C=C(C1OC1=CC=CC=C1)S(N)(=O)=O.ClC(C(=O)N)CC (chlorobutyramide 3-(γ-chlorobutyrylamino)-4-phenoxy-5-sulfamylbenzoic acid), [OH-].[K+] (KOH), Cl (HCl). The solvent is O (water). Product: O(C1=CC=CC=C1)C1=C(C=C(C=C1S(N)(=O)=O)C(=O)O)NCCCC(=O)O (N-(2-phenoxy-3-sulfamyl-5-carboxyphenyl)-γ-aminobutyric acid). The yield is 120.7%. Reaction SMILES: ClCCCC([NH:7][C:8]1[CH:9]=[C:10]([CH:14]=[C:15]([S:24](=[O:27])(=[O:26])[NH2:25])[C:16]=1[O:17][C:18]1[CH:23]=[CH:22][CH:21]=[CH:20][CH:19]=1)[C:11]([OH:13])=[O:12])=O.Cl[CH:29]([CH2:33][CH3:34])[C:30](N)=[O:31].[OH-:35].[K+].Cl>O>[O:17]([C:16]1[C:15]([S:24](=[O:26])(=[O:27])[NH2:25])=[CH:14][C:10]([C:11]([OH:13])=[O:12])=[CH:9][C:8]=1[NH:7][CH2:34][CH2:33][CH2:29][C:30]([OH:35])=[O:31])[C:18]1[CH:19]=[CH:20][CH:21]=[CH:22][CH:23]=1 |f:0.1,2.3|. Reported procedure: The chlorobutyramide 3-(γ-chlorobutyrylamino)-4-phenoxy-5-sulfamylbenzoic acid (11.0 g) was added to a solution of KOH (40 g) in water 100 ml. The resulting solution was stirred and heated under reflux overnight. After cooling it was acidified with 3N acqueous HCl, chilled by adding ice and the product collected, washed and air-dried. A recrystallization from aq. acetone gave 9.80 g (77% on two steps) of N-(2-phenoxy-3-sulfamyl-5-carboxyphenyl)-γ-aminobutyric acid as colorless crystals with m.p....